From a dataset of the Open Reaction Database (ORD), a public repository of structured organic reaction records. describe an organic reaction: reactants, conditions, products, and yield The reactants are CS(=O)(=O)Cl, CCOC(C)=O, CCN(C(C)C)C(C)C, ClCCl, CC(C)(C)OC(=O)C1CCCN2C(=O)CCC(N)C(=O)N12. The product is CC(C)(C)OC(=O)C1CCCN2C(=O)CCC(NS(C)(=O)=O)C(=O)N12. Reaction SMILES: [CH3:31][S:32]([Cl:33])(=[O:34])=[O:35].[CH3:39][CH2:40][O:41][C:42]([CH3:43])=[O:44].[CH:22]([N:23]([CH:24]([CH3:25])[CH3:26])[CH2:27][CH3:28])([CH3:29])[CH3:30].[Cl:36][CH2:37][Cl:38].[NH2:1][CH:2]1[CH2:3][CH2:4][C:5](=[O:21])[N:6]2[N:7]([C:8]1=[O:9])[CH:10]([C:14](=[O:15])[O:16][C:17]([CH3:18])([CH3:19])[CH3:20])[CH2:11][CH2:12][CH2:13]2>>[NH:1]([CH:2]1[CH2:3][CH2:4][C:5](=[O:21])[N:6]2[N:7]([C:8]1=[O:9])[CH:10]([C:14](=[O:15])[O:16][C:17]([CH3:18])([CH3:19])[CH3:20])[CH2:11][CH2:12][CH2:13]2)[S:32]([CH3:31])(=[O:34])=[O:35].